This data is from the Open Reaction Database (ORD), a public repository of structured organic reaction records. The task is: describe an organic reaction: reactants, conditions, products, and yield Starting materials: O (water), O.[OH-].[Li+] (Lithium hydroxide monohydrate), COC=1C(=NC=C(N1)C)NS(=O)(=O)C=1C=NC=CC1 (N-(3-methoxy-5-methylpyrazin-2-yl)pyridine-3-sulphonamide), O1CCCC1 (tetrahydrofuran), CO (methanol). Run at time 18 hour. Product: C(=O)(O)C=CC1=CC=C(C=C1)C1=NC=CC=C1S(=O)(=O)NC1=NC=C(N=C1OC)C (2-[4-(2-carboxyvinyl)phenyl]-N-(3-methoxy-5-methylpyrazin-2-yl)pyridine-3-sulphonamide). RXN SMILES: [OH2:1].[OH-].[Li+].[CH3:4][O:5][C:6]1[C:7]([NH:13][S:14]([C:17]2[CH:18]=[N:19][CH:20]=[CH:21][CH:22]=2)(=[O:16])=[O:15])=[N:8][CH:9]=[C:10]([CH3:12])[N:11]=1.CO.O.[O:26]1[CH2:30][CH2:29][CH2:28][CH2:27]1>>[C:30]([CH:29]=[CH:28][C:27]1[CH:20]=[CH:21][C:22]([C:18]2[C:17]([S:14]([NH:13][C:7]3[C:6]([O:5][CH3:4])=[N:11][C:10]([CH3:12])=[CH:9][N:8]=3)(=[O:15])=[O:16])=[CH:22][CH:21]=[CH:20][N:19]=2)=[CH:17][CH:18]=1)([OH:26])=[O:1] |f:0.1.2|. Procedure details: Lithium hydroxide monohydrate (87 mg) was added to a solution of N-isobutoxycarbonyl-2-14-(2-[methoxycarbonyl]vinyl)phenyl]-N-(3-methoxy-5-methylpyrazin-2-yl)pyridine-3-sulphonamide (250 mg) in tetrahydrofuran (6.2 ml) followed by methanol (2.5 ml) and water (2.5 ml). The reaction mixture was stirred at ambient temperature for 18 hours then evaporated to dryness. The residue was dissolved in water (50 ml), washed with ethyl acetate (50 ml), acidified with 8% aqueous citric acid to pH 3-4 and ext... The reactants are CO, ClC(Cl)Cl, Cc1ccc(S(=O)(=O)OCC2(C)COC(C)(C)O2)cc1, Cc1ccc(S(=O)(=O)O)cc1. Product: Cc1ccc(S(=O)(=O)OCC(C)(O)CO)cc1. Reaction SMILES: [CH3:21][OH:22].[Cl:34][CH:35]([Cl:36])[Cl:37].[O:1]([S:2](=[O:3])(=[O:4])[c:5]1[cH:6][cH:7][c:8]([CH3:9])[cH:10][cH:11]1)[CH2:12][C:13]1([CH3:20])[O:14][C:15]([CH3:18])([CH3:19])[O:16][CH2:17]1.[c:23]1([CH3:24])[cH:25][cH:26][c:27]([S:28]([OH:29])(=[O:30])=[O:31])[cH:32][cH:33]1>>[O:1]([S:2](=[O:3])(=[O:4])[c:5]1[cH:6][cH:7][c:8]([CH3:9])[cH:10][cH:11]1)[CH2:12][C:13]([OH:14])([CH2:17][OH:16])[CH3:20]. Reactants: C1(C=CCCC1)N1C2=NC(=NC(=C2N=C1)N)OCC (9-(2-cyclohexenyl)-2-ethoxy-9H-adenine), C1(C=CCCC1)N1C2=NC(=NC(=C2N=C1)N)OCCCCC (9-(2-cyclohexenyl)-2-n-pentyloxy-9H-adenine). Yields the product C(CCCC)OC1=NC(=C2N=CN(C2=N1)C1CCCCC1)N (2-n-Pentyloxy-9-cyclohexyl-9H-adenine). The yield is 90.0%. As a reaction SMILES: C1(N2C=NC3C2=NC(OCC)=NC=3N)CCCC=C1.[CH:20]1([N:26]2[CH:34]=[N:33][C:32]3[C:27]2=[N:28][C:29]([O:36][CH2:37][CH2:38][CH2:39][CH2:40][CH3:41])=[N:30][C:31]=3[NH2:35])[CH2:25][CH2:24][CH2:23][CH:22]=[CH:21]1>>[CH2:37]([O:36][C:29]1[N:28]=[C:27]2[C:32]([N:33]=[CH:34][N:26]2[CH:20]2[CH2:21][CH2:22][CH2:23][CH2:24][CH2:25]2)=[C:31]([NH2:35])[N:30]=1)[CH2:38][CH2:39][CH2:40][CH3:41]. Procedure: The procedure of Example 8 was repeated except that the 9-(2-cyclohexenyl)-2-ethoxy-9H-adenine used therein was replaced by an equivalent weight of 9-(2-cyclohexenyl)-2-n-pentyloxy-9H-adenine. There was produced the title product in 90% yield; m.p. 64°-68° C. IR(neat): 3500, 3320, 1635, 1590, 1460, 1395, 1340, 1325, 1265 cm-1. UV: λmaxEtOH 253 nm(ε 10900), 269 nm(ε 16800). NMR(CDCl3): 1.50(19H, m), 4.20(1H, m), 4.26(2H, t, J=6.5 Hz), 6.25(2H, s), 7.56(1H, s). Starting materials: CC1=CC=C(C=C1)S(=O)(=O)OC[C@H]1COC2=C(O1)C(=C(C=C2)N)N ([(2R)-7,8-diamino-2,3-dihydro-1,4-benzodioxin-2-yl]-methyl 4-methylbenzenesulfonate), CC(C(C)=O)=O (2,3-butanedione). The solvent is O (water), C(C)O (ethyl alcohol), C(O)([O-])=O.[Na+] (sodium hydrogen carbonate). Conditions: temperature 60 celsius. Product: CC1=CC=C(C=C1)S(=O)(=O)OCC1COC=2C(=C3N=C(C(=NC3=CC2)C)C)O1 (8,9-Dimethyl-2,3-dihydro[1,4]dioxino[2,3-f]quinoxalin-2-ylmethyl 4-methylbenzenesulfonate). RXN SMILES: [CH3:1][C:2]1[CH:7]=[CH:6][C:5]([S:8]([O:11][CH2:12][C@@H:13]2[O:18][C:17]3[C:19]([NH2:24])=[C:20]([NH2:23])[CH:21]=[CH:22][C:16]=3[O:15][CH2:14]2)(=[O:10])=[O:9])=[CH:4][CH:3]=1.[CH3:25][C:26](=O)[C:27](=O)[CH3:28]>O.C(O)C.C(=O)([O-])O.[Na+]>[CH3:1][C:2]1[CH:7]=[CH:6][C:5]([S:8]([O:11][CH2:12][CH:13]2[O:18][C:17]3=[C:19]4[C:20](=[CH:21][CH:22]=[C:16]3[O:15][CH2:14]2)[N:23]=[C:27]([CH3:28])[C:26]([CH3:25])=[N:24]4)(=[O:10])=[O:9])=[CH:4][CH:3]=1 |f:4.5|. Reported procedure: To a solution of [(2R)-7,8-diamino-2,3-dihydro-1,4-benzodioxin-2-yl]-methyl 4-methylbenzenesulfonate (2.170 g, 5.126 mmole) in water (50 mL) was added a solution of 2,3-butanedione (0.552 g, 6.408 mmole) in ethyl alcohol (50 mL) and the reaction mixture was heated at 60° C. for 3 hours. The reaction mixture was allowed to cool to room temperature and was diluted with aqueous sodium hydrogen carbonate (250 mL) and extracted with ethyl acetate (2×100 mL). The combined organic extracts were washed ... Starting materials: [BH4-], O=C([O-])O, CCB(CC)CC, CO, [Na+], [Na+], C1CCOC1, CC=CCCC(=O)CC(O)CCO. Product: CC=CCCC(O)CC(O)CCO. Reaction SMILES: [BH4-:21].[C:23](=[O:24])([O-:25])[OH:26].[CH2:14]([B:15]([CH2:16][CH3:17])[CH2:18][CH3:19])[CH3:20].[CH3:33][OH:34].[Na+:22].[Na+:27].[O:28]1[CH2:29][CH2:30][CH2:31][CH2:32]1.[OH:1][CH2:2][CH2:3][CH:4]([CH2:5][C:6]([CH2:7][CH2:8][CH:9]=[CH:10][CH3:11])=[O:12])[OH:13]>>[OH:1][CH2:2][CH2:3][CH:4]([CH2:5][CH:6]([CH2:7][CH2:8][CH:9]=[CH:10][CH3:11])[OH:12])[OH:13].